This data is from the Open Reaction Database (ORD), a public repository of structured organic reaction records. The task is: describe an organic reaction: reactants, conditions, products, and yield The reactants are C(C)(C)(C)OC(=O)N1CC2(CC2C1)C1=CC=C(C=C1)NCC1=CC=CC=C1 (1-(4-benzylamino-phenyl)-3-aza-bicyclo[3.1.0]hexane-3-carboxylic acid tert-butyl ester). Reagents/catalysts: [Pd] (Pd/C). The solvent is CO (methanol). Product: C(C)(C)(C)OC(=O)N1CC2(CC2C1)C1=CC=C(C=C1)N (1-(4-Amino-phenyl)-3-aza-bicyclo[3.1.0]hexane-3-carboxylic acid tert-butyl ester). Isolated yield 97.8%. Reaction SMILES: [C:1]([O:5][C:6]([N:8]1[CH2:13][CH:12]2[C:10]([C:14]3[CH:19]=[CH:18][C:17]([NH:20]CC4C=CC=CC=4)=[CH:16][CH:15]=3)([CH2:11]2)[CH2:9]1)=[O:7])([CH3:4])([CH3:3])[CH3:2]>CO.[Pd]>[C:1]([O:5][C:6]([N:8]1[CH2:13][CH:12]2[C:10]([C:14]3[CH:19]=[CH:18][C:17]([NH2:20])=[CH:16][CH:15]=3)([CH2:11]2)[CH2:9]1)=[O:7])([CH3:4])([CH3:2])[CH3:3]. Reported procedure: To a solution of 1-(4-benzylamino-phenyl)-3-aza-bicyclo[3.1.0]hexane-3-carboxylic acid tert-butyl ester (3.0 g, 8.2 mmol) in methanol (20 mL) was added 10% Pd/C (600 mg, 20% by weight). Flask was evacuated and hydrogen was introduced. The reaction mixture was stirred under hydrogen and progress of the reaction was monitored by TLC. On completion, the reaction mixture was filtered through celite pad using methanol as solvent. The filtrate was evaporated to provide the title compound (2.2 g, 97%) ... The reactants are CS(=O)(=O)N1CCNCC1 (1-(methylsulfonyl)piperazine), COC(C1=CC(=CC=C1)CBr)=O (3-bromomethyl-benzoic acid methyl ester), ClC1=CC=C(C=C1)[C@H]1C[C@]12C(NC1=CC=CC=C21)=O ((1S,2R)-2-(4-chlorophenyl)spiro[cyclopropane-1,3′-indolin]-2′-one). The product is ClC1=CC=C(C=C1)[C@H]1C[C@]12C(N(C1=CC=CC=C21)CC2=CC(=CC=C2)C(=O)N2CCN(CC2)S(=O)(=O)C)=O ((1S,2R)-2-(4-chlorophenyl)-1′-(3-(4-(methylsulfonyl)piperazine-1-carbonyl)benzyl)spiro[cyclopropane-1,3′-indolin]-2′-one). RXN SMILES: [CH3:1][S:2]([N:5]1[CH2:10][CH2:9][NH:8][CH2:7][CH2:6]1)(=[O:4])=[O:3].CO[C:13](=[O:22])[C:14]1[CH:19]=[CH:18][CH:17]=[C:16]([CH2:20]Br)[CH:15]=1.[Cl:23][C:24]1[CH:29]=[CH:28][C:27]([C@@H:30]2[C@:32]3([C:40]4[C:35](=[CH:36][CH:37]=[CH:38][CH:39]=4)[NH:34][C:33]3=[O:41])[CH2:31]2)=[CH:26][CH:25]=1>>[Cl:23][C:24]1[CH:25]=[CH:26][C:27]([C@@H:30]2[C@:32]3([C:40]4[C:35](=[CH:36][CH:37]=[CH:38][CH:39]=4)[N:34]([CH2:20][C:16]4[CH:17]=[CH:18][CH:19]=[C:14]([C:13]([N:8]5[CH2:9][CH2:10][N:5]([S:2]([CH3:1])(=[O:4])=[O:3])[CH2:6][CH2:7]5)=[O:22])[CH:15]=4)[C:33]3=[O:41])[CH2:31]2)=[CH:28][CH:29]=1. Procedure: The title compound was prepared in analogy to Example 60 starting from 1-(methylsulfonyl)piperazine, 3-bromomethyl-benzoic acid methyl ester (commercially available), (1R,2S) and (1S,2R)-2-(4-chlorophenyl)spiro[cyclopropane-1,3′-indolin]-2′-one prepared as in Scheme 1. LC/MS m/e calcd. for C29H28ClN3O4S: 549, observed (M+H)+: 550.21H NMR (400 MHz, MeOD-d4) δppm 8.19-8.05 (m, 2 H) 7.49 (s, 3 H) 7.25 (br. s., 4 H) 7.09-7.05 (m, 1H) 6.88 (br. s., 2 H) 6.50 (br. s., 2 H) 5.29-5.12 (m, 2 H) 4.23 (d, ... Reactants: C=C1CC(O[SiH](C)C)(C(C)(C)C)C(C=CC(CCCCCO[SiH](C)C)C(C)(C)C)C1CC#C[Si](C)(C)C, C1CCOC1, [Na+], [OH-], O, OO. Product: C[SiH](C)OCCCCCC(C=CC1C(CC#C[Si](C)(C)C)C(CO)CC1(O[SiH](C)C)C(C)(C)C)C(C)(C)C. Reaction SMILES: [C:1]([CH3:2])([CH3:3])([CH3:4])[C:5]1([O:34][SiH:35]([CH3:36])[CH3:37])[CH:6]([CH:18]=[CH:19][CH:20]([CH2:21][CH2:22][CH2:23][CH2:24][CH2:25][O:26][SiH:27]([CH3:28])[CH3:29])[C:30]([CH3:31])([CH3:32])[CH3:33])[CH:7]([CH2:11][C:12]#[C:13][Si:14]([CH3:15])([CH3:16])[CH3:17])[C:8](=[CH2:10])[CH2:9]1.[CH2:43]1[O:44][CH2:45][CH2:46][CH2:47]1.[Na+:39].[OH-:38].[OH2:42].[OH:40][OH:41]>>[C:1]([CH3:2])([CH3:3])([CH3:4])[C:5]1([O:34][SiH:35]([CH3:36])[CH3:37])[CH:6]([CH:18]=[CH:19][CH:20]([CH2:21][CH2:22][CH2:23][CH2:24][CH2:25][O:26][SiH:27]([CH3:28])[CH3:29])[C:30]([CH3:31])([CH3:32])[CH3:33])[CH:7]([CH2:11][C:12]#[C:13][Si:14]([CH3:15])([CH3:16])[CH3:17])[CH:8]([CH2:10][OH:38])[CH2:9]1.